This data is from the Open Reaction Database (ORD), a public repository of structured organic reaction records. The task is: describe an organic reaction: reactants, conditions, products, and yield The reactants are C(#N)C1=C2CCCC(C2=CC=C1)=O (5-cyano-l-tetralone), S (hydrogen sulfide). Procedure: Analogously to Example 29a), 10.6 g (62 mmol) of 5-cyano-l-tetralone in 200 ml of pyridine and 8.6 ml of triethylamine are treated with hydrogen sulfide and worked up. There is thus obtained the title compound in the form of yellow crystals, m.p. 200°-205°. Product: C(N)(=S)C1=C2CCCC(C2=CC=C1)=O (5-Thiocarbamoyl-1-tetralone). RXN SMILES: [C:1]([C:3]1[CH:12]=[CH:11][CH:10]=[C:9]2[C:4]=1[CH2:5][CH2:6][CH2:7][C:8]2=[O:13])#[N:2].[SH2:14]>N1C=CC=CC=1.C(N(CC)CC)C>[C:1]([C:3]1[CH:12]=[CH:11][CH:10]=[C:9]2[C:4]=1[CH2:5][CH2:6][CH2:7][C:8]2=[O:13])(=[S:14])[NH2:2]. The solvent is N1=CC=CC=C1 (pyridine), C(C)N(CC)CC (triethylamine). Starting materials: BrC=1C=C(C=CC1)C(C#N)CC (2-(3-bromo-phenyl)-butyronitrile), C(CN)N (ethylene diamine). Reaction conditions: temperature 130 celsius. Yields the product BrC=1C=C(C=CC1)C(CC)C=1NCCN1 (rac-2-[1-(3-Bromo-phenyl)-propyl]-4,5-dihydro-1H-imidazole). As a reaction SMILES: [Br:1][C:2]1[CH:3]=[C:4]([CH:8]([CH2:11][CH3:12])[C:9]#[N:10])[CH:5]=[CH:6][CH:7]=1.[CH2:13](N)[CH2:14][NH2:15]>>[Br:1][C:2]1[CH:3]=[C:4]([CH:8]([C:9]2[NH:15][CH2:14][CH2:13][N:10]=2)[CH2:11][CH3:12])[CH:5]=[CH:6][CH:7]=1. Procedure details: rac-2-[1-(3-Bromo-phenyl)-propyl]-4,5-dihydro-1H-imidazole was prepared from 2-(3-bromo-phenyl)-butyronitrile and ethylene diamine in analogy to Example 19 b) but the reaction mixture was heated under microwave irradiation to 130° C. for 1 hour: colourless powder; MS (ISP): 269.0 and 267.0 ((M+H)+.). Starting materials: O=C([O-])O, CCOC(C)=O, CC(C)C(NC(=O)OC(C)(C)C)C(=O)NC(Cc1cccc(O[Si](C)(C)C(C)(C)C)c1)C(=O)N1CCCC(C(=O)OCC(Cl)(Cl)Cl)N1, NCc1cccc(I)c1, [Na+], C1CCOC1. The product is CC(C)C(NC(=O)OC(C)(C)C)C(=O)NC(Cc1cccc(O[Si](C)(C)C(C)(C)C)c1)C(=O)N1CCCC(C(=O)NCc2cccc(I)c2)N1. As a reaction SMILES: [C:48](=[O:49])([OH:50])[O-:51].[CH3:62][CH2:63][O:64][C:65](=[O:66])[CH3:67].[Cl:1][C:2]([Cl:3])([Cl:4])[CH2:46][O:47][C:5](=[O:6])[CH:7]1[NH:8][N:9]([C:13]([CH:14]([CH2:15][c:16]2[cH:17][c:18]([O:22][Si:23]([CH3:24])([CH3:25])[C:26]([CH3:27])([CH3:28])[CH3:29])[cH:19][cH:20][cH:21]2)[NH:30][C:31]([CH:32]([CH:33]([CH3:34])[CH3:35])[NH:36][C:37](=[O:38])[O:39][C:40]([CH3:41])([CH3:42])[CH3:43])=[O:44])=[O:45])[CH2:10][CH2:11][CH2:12]1.[I:53][c:54]1[cH:55][c:56]([CH2:57][NH2:58])[cH:59][cH:60][cH:61]1.[Na+:52].[O:68]1[CH2:69][CH2:70][CH2:71][CH2:72]1>>[C:5](=[O:6])([CH:7]1[NH:8][N:9]([C:13]([CH:14]([CH2:15][c:16]2[cH:17][c:18]([O:22][Si:23]([CH3:24])([CH3:25])[C:26]([CH3:27])([CH3:28])[CH3:29])[cH:19][cH:20][cH:21]2)[NH:30][C:31]([CH:32]([CH:33]([CH3:34])[CH3:35])[NH:36][C:37](=[O:38])[O:39][C:40]([CH3:41])([CH3:42])[CH3:43])=[O:44])=[O:45])[CH2:10][CH2:11][CH2:12]1)[NH:58][CH2:57][c:56]1[cH:55][c:54]([I:53])[cH:61][cH:60][cH:59]1. The reactants are NC1=C(C(=O)N(CC)CC)C=C(C=C1)C=1C=NN(C1)CCCO (2-amino-N,N-diethyl-5-[1-(3-hydroxypropyl)-1H-pyrazol-4-yl]benzamide), BrC=1C=NN(C1Cl)CCCO (3-(4-bromo-5-chloro-1H-pyrazol-1-yl)propan-1-ol), BrC=1C=NN(C1Cl)CCCO (3-(4-bromo-5-chloro-1H-pyrazol-1-yl)propan-1-ol), NC=1C(=NC(=CC1)B1OC(C(O1)(C)C)(C)C)C(=O)NC (3-amino-N-methyl-6-(4,4,5,5-tetramethyl-1,3,2-dioxaborolan-2-yl)pyridine-2-carboxamide), NC=1C(=NC(=CC1)B1OC(C(O1)(C)C)(C)C)C(=O)NC (3-amino-N-methyl-6-(4,4,5,5-tetramethyl-1,3,2-dioxaborolan-2-yl)pyridine-2-carboxamide). Yields the product NC=1C(=NC(=CC1)C=1C=NN(C1Cl)CCCO)C(=O)NC (3-amino-6-[5-chloro-1-(3-hydroxypropyl)-1H-pyrazol-4-yl]-N-methylpyridine-2-carboxamide). The yield is 47.3%. Reaction SMILES: NC1C=CC(C2C=NN(CCCO)C=2)=CC=1C(N(CC)CC)=O.[NH2:24][C:25]1[C:26]([C:40]([NH:42][CH3:43])=[O:41])=[N:27][C:28](B2OC(C)(C)C(C)(C)O2)=[CH:29][CH:30]=1.Br[C:45]1[CH:46]=[N:47][N:48]([CH2:51][CH2:52][CH2:53][OH:54])[C:49]=1[Cl:50]>>[NH2:24][C:25]1[C:26]([C:40]([NH:42][CH3:43])=[O:41])=[N:27][C:28]([C:45]2[CH:46]=[N:47][N:48]([CH2:51][CH2:52][CH2:53][OH:54])[C:49]=2[Cl:50])=[CH:29][CH:30]=1. Procedure details: Prepared analogously to Compound 3C using 3-amino-N-methyl-6-(4,4,5,5-tetramethyl-1,3,2-dioxaborolan-2-yl)pyridine-2-carboxamide (Compound 48D, 284 mg, 1.03 mmol) and 3-(4-bromo-5-chloro-1H-pyrazol-1-yl)propan-1-ol (Compound 49D, 270 mg, 1.1 mmol) to afford 151 mg of the title compound (48%). 1H NMR (400 MHz, CD3OD) δ 8.12 (s, 1H), 7.67 (d, J=8.6 Hz, 1H), 7.20 (d, J=8.6 Hz, 1H), 4.32 (t, J=7.1 Hz, 2H), 3.60 (t, J=6.1 Hz, 2H), 2.94 (s, 3H), 2.06 (quin, J=6.6 Hz, 2H). MS (ESI): m/z=310.20/312.18 [... The reactants are C(C1=CC=CC=C1)O[C@@H](C(=O)N[C@@H]1[C@H]([C@H]([C@@H](C1)N1C2=NC(=NC(=C2N=C1)NCC(C1=CC=CC=C1)C1=CC=CC=C1)N1C[C@@H](CC1)NC(=O)NC=1C=NC=CC1)O)O)C ((R)-2-Benzyloxy-N-((1S,2R,3S,4R)-4-{6-(2,2-diphenyl-ethylamino)-2-[(R)-3-(3-pyridin-3-yl-ureido)-pyrrolidin-1-yl]-purin-9-yl}-2,3-dihydroxy-cyclopentyl)-propionamide), N[C@H]1CN(CC1)C1=NC(=C2N=CN(C2=N1)[C@H]1[C@@H]([C@@H]([C@H](C1)NC([C@@H](C)OCC1=CC=CC=C1)=O)O)O)NCC(C1=CC=CC=C1)C1=CC=CC=C1 ((R)-N-{(1S,2R,3S,4R)-4-[2-((R)-3-Amino-pyrrolidin-1-yl)-6-(2,2-diphenyl-ethylamino)-purin-9-yl]-2,3-dihydroxy-cyclopentyl}-2-benzyloxy-propionamide). The product is C1(=CC=CC=C1)C(CNC1=C2N=CN(C2=NC(=N1)N1N=CC(=C1)NC(=O)NC=1C=NC=CC1)[C@H]1[C@@H]([C@@H]([C@H](C1)NC(CO)=O)O)O)C1=CC=CC=C1 (N-((1S,2R,3S,4R)-4-{6-(2,2-Diphenyl-ethylamino)-2-[4-(3-pyridin-3-yl-ureido)-pyrazol-1-yl]-purin-9-yl}-2,3-dihydroxy-cyclopentyl)-2-hydroxy-acetamide). RXN SMILES: C([O:8][C@H:9](C)[C:10]([NH:12][C@H:13]1[CH2:17][C@@H:16]([N:18]2[CH:26]=[N:25][C:24]3[C:19]2=[N:20][C:21]([N:42]2C[CH2:45][C@@H:44]([NH:47][C:48]([NH:50][C:51]4[CH:52]=[N:53][CH:54]=[CH:55][CH:56]=4)=[O:49])[CH2:43]2)=[N:22][C:23]=3[NH:27][CH2:28][CH:29]([C:36]2[CH:41]=[CH:40][CH:39]=[CH:38][CH:37]=2)[C:30]2[CH:35]=[CH:34][CH:33]=[CH:32][CH:31]=2)[C@H:15]([OH:57])[C@@H:14]1[OH:58])=[O:11])C1C=CC=CC=1.[NH2:60][C@@H]1CCN(C2N=C3C(N=CN3[C@@H]3C[C@H](NC(=O)[C@H](OCC4C=CC=CC=4)C)[C@@H](O)[C@H]3O)=C(NCC(C3C=CC=CC=3)C3C=CC=CC=3)N=2)C1>>[C:36]1([CH:29]([C:30]2[CH:35]=[CH:34][CH:33]=[CH:32][CH:31]=2)[CH2:28][NH:27][C:23]2[N:22]=[C:21]([N:42]3[CH:43]=[C:44]([NH:47][C:48]([NH:50][C:51]4[CH:52]=[N:53][CH:54]=[CH:55][CH:56]=4)=[O:49])[CH:45]=[N:60]3)[N:20]=[C:19]3[C:24]=2[N:25]=[CH:26][N:18]3[C@@H:16]2[CH2:17][C@H:13]([NH:12][C:10](=[O:11])[CH2:9][OH:8])[C@@H:14]([OH:58])[C@H:15]2[OH:57])[CH:41]=[CH:40][CH:39]=[CH:38][CH:37]=1. Reported procedure: The title compound is prepared analogously to (R)-2-benzyloxy-N-((1S,2R,3S,4R)-4-{6-(2,2-diphenyl-ethylamino)-2-[(R)-3-(3-pyridin-3-yl-ureido)-pyrrolidin-1-yl]-purin-9-yl}-2,3-dihydroxy-cyclopentyl)-propionamide (Example 181, step 5), by substituting N-{(1S,2R,3S,4R)-4-[2-(4-amino-pyrazol-1-yl)-6-(2,2-diphenyl-ethylamino)-purin-9-yl]-2,3-dihydroxy-cyclopentyl}-2-hydroxy-acetamide (Intermediate ZP) for (R)-N-{(1S,2R,3S,4R)-4-[2-((R)-3-amino-pyrrolidin-1-yl)-6-(2,2-diphenyl-ethylamino)-purin-9-yl]... Yields the product ClC=1C=C2C(=NC=NC2=CC1C(=O)N1CCCC1)NC(CCC(=O)N(C)CCN(C)C)C1=NC2=C(N1)C=CC(=C2)Cl (6-chloro-4-{1-(5-chloro-1H-benzimidazol-2-yl)-3-[N-(2-dimethylamino-ethyl)-N-methyl-amino-carbonyl]-propyl-amino}-7-(pyrrolidin-1-yl-carbonyl)-quinazoline). Procedure details: Prepared analogously to Example 61 from 6-chloro-4-[1-(1-tert.-butyloxycarbonyl-5-chloro-1H-benzimidazol-2-yl)-3-hydroxycarbonyl-propyl-amino]-7-(pyrrolidin-1-yl-carbonyl)-quinazoline and N,N,N′-trimethyl-ethyl-1,2-diamine with TBTU in acetonitrile/tetrahydrofuran and subsequent reaction with trifluoroacetic acid. Reaction SMILES: [Cl:1][C:2]1[CH:3]=[C:4]2[C:9](=[CH:10][C:11]=1[C:12]([N:14]1[CH2:18][CH2:17][CH2:16][CH2:15]1)=[O:13])[N:8]=[CH:7][N:6]=[C:5]2[NH:19][CH:20]([C:26]1[N:30](C(OC(C)(C)C)=O)[C:29]2[CH:38]=[CH:39][C:40]([Cl:42])=[CH:41][C:28]=2[N:27]=1)[CH2:21][CH2:22][C:23]([OH:25])=O.[CH3:43][N:44](C(ON1N=NC2C=CC=CC1=2)=[N+](C)C)[CH3:45].[B-](F)(F)(F)F.F[C:66](F)(F)[C:67](O)=O.[C:72](#[N:74])C.O1CCCC1>>[Cl:1][C:2]1[CH:3]=[C:4]2[C:9](=[CH:10][C:11]=1[C:12]([N:14]1[CH2:15][CH2:16][CH2:17][CH2:18]1)=[O:13])[N:8]=[CH:7][N:6]=[C:5]2[NH:19][CH:20]([C:26]1[NH:30][C:29]2[CH:38]=[CH:39][C:40]([Cl:42])=[CH:41][C:28]=2[N:27]=1)[CH2:21][CH2:22][C:23]([N:74]([CH2:66][CH2:67][N:44]([CH3:45])[CH3:43])[CH3:72])=[O:25] |f:1.2,4.5|. Starting materials: ClC=1C=C2C(=NC=NC2=CC1C(=O)N1CCCC1)NC(CCC(=O)O)C1=NC2=C(N1C(=O)OC(C)(C)C)C=CC(=C2)Cl (6-chloro-4-[1-(1-tert.-butyloxycarbonyl-5-chloro-1H-benzimidazol-2-yl)-3-hydroxycarbonyl-propyl-amino]-7-(pyrrolidin-1-yl-carbonyl)-quinazoline), N,N,N′-trimethyl-ethyl-1,2-diamine, CN(C)C(=[N+](C)C)ON1C2=C(C=CC=C2)N=N1.[B-](F)(F)(F)F (TBTU), FC(C(=O)O)(F)F (trifluoroacetic acid), C(C)#N.O1CCCC1 (acetonitrile tetrahydrofuran).